This data is from the Open Reaction Database (ORD), a public repository of structured organic reaction records. The task is: describe an organic reaction: reactants, conditions, products, and yield Starting materials: CN(C)C=O (DMF), F[C@H]1C(O)O[C@@H]([C@H]([C@@H]1OCC1=CC=CC=C1)OCC1=CC=CC=C1)COCC1=CC=CC=C1 (2-Deoxy-2-fluoro-3,4,6-tri-O-benzyl glucopyranose), C(C(=O)Br)(=O)Br (oxalyl bromide). The solvent is ClCCl (dichloromethane), ClCCl (dichloromethane). Conditions: temperature 0 celsius, time 4 hour. The product is F[C@H]1C(O[C@@H]([C@H]([C@@H]1OCC1=CC=CC=C1)OCC1=CC=CC=C1)COCC1=CC=CC=C1)Br (2-deoxy-2-fluoro-3,4,6-tri-O-benzyl-glucopyranosyl bromide). Reaction SMILES: [F:1][C@@H:2]1[C@@H:8]([O:9][CH2:10][C:11]2[CH:16]=[CH:15][CH:14]=[CH:13][CH:12]=2)[C@H:7]([O:17][CH2:18][C:19]2[CH:24]=[CH:23][CH:22]=[CH:21][CH:20]=2)[C@@H:6]([CH2:25][O:26][CH2:27][C:28]2[CH:33]=[CH:32][CH:31]=[CH:30][CH:29]=2)[O:5][CH:3]1O.CN(C=O)C.C(Br)(=O)C([Br:42])=O>ClCCl>[F:1][C@@H:2]1[C@@H:8]([O:9][CH2:10][C:11]2[CH:16]=[CH:15][CH:14]=[CH:13][CH:12]=2)[C@H:7]([O:17][CH2:18][C:19]2[CH:24]=[CH:23][CH:22]=[CH:21][CH:20]=2)[C@@H:6]([CH2:25][O:26][CH2:27][C:28]2[CH:33]=[CH:32][CH:31]=[CH:30][CH:29]=2)[O:5][CH:3]1[Br:42]. Procedure: 2-Deoxy-2-fluoro-3,4,6-tri-O-benzyl glucopyranose (450 mg) was dissolved in dichloromethane (5.0 mL) and dry DMF (180 μL) was added. The reaction solution was cooled to 0° C. and oxalyl bromide (102 μL) was added. The resulting solution was stirred for 3-5 hours at 0° to 5° C. The solution was then diluted with dichloromethane (50 mL) and washed with water (2×50 mL), dried over sodium sulfate, filtered and evaporated to obtain the title compound. Reactants: CCO, [H][H], CCOC(=O)CC(C[N+](=O)[O-])c1cc2ccccc2o1. Yields the product O=C1CC(c2cc3ccccc3o2)CN1. RXN SMILES: [CH3:23][CH2:24][OH:25].[H:21][H:22].[N+:1]([CH2:4][CH:5]([CH2:6][C:7]([O:2][CH2:3][CH3:9])=[O:8])[c:12]1[o:13][c:14]2[c:15]([cH:16]1)[cH:17][cH:18][cH:19][cH:20]2)([O-:10])=[O:11]>>[NH:1]1[CH2:4][CH:5]([c:12]2[o:13][c:14]3[c:15]([cH:16]2)[cH:17][cH:18][cH:19][cH:20]3)[CH2:6][C:7]1=[O:8]. Starting materials: C(C)OC(CNCC1=C(C=CC=C1C)N)=O (N-(2-amino-6-methylbenzyl)glycine ethyl ester), S(=O)(=O)(O)O.CSC(N)=N (2-methyl-2-thiopseudourea sulfate). Solvent: C(C)O (ethanol). The product is CC1=C2CN3C(=NC2=CC=C1)NC(C3)=O (1,5-Dihydro-6-methylimidazo[2,1-b]quinazolin-2(3H)-one). Yield: 10.7%. As a reaction SMILES: C(O[C:4](=[O:16])[CH2:5][NH:6][CH2:7][C:8]1[C:13]([CH3:14])=[CH:12][CH:11]=[CH:10][C:9]=1[NH2:15])C.S(O)(O)(=O)=O.CS[C:24](=N)[NH2:25]>C(O)C>[CH3:14][C:13]1[CH:12]=[CH:11][CH:10]=[C:9]2[C:8]=1[CH2:7][N:6]1[CH2:5][C:4](=[O:16])[NH:25][C:24]1=[N:15]2 |f:1.2|. Procedure details: A mixture of N-(2-amino-6-methylbenzyl)glycine ethyl ester (0.972 g, 0.00437 mole) and 2-methyl-2-thiopseudourea sulfate (0.609 g, 0.00219 mole) in absolute ethanol (15 ml) was stirred at reflux for 16 hours. Workup as in Example 2 gave the title compound (47 mg), identical (ir) with authentic material prepared according to the procedure of J. Med. Chem., 18, 224 (1975).